This data is from the Open Reaction Database (ORD), a public repository of structured organic reaction records. The task is: describe an organic reaction: reactants, conditions, products, and yield Reactants: ClB(Cl)Cl, O=C([O-])[O-], ClCCl, CO, [Cl-], N#CC(Cl)(Cl)Cl, [K+], [K+], Nc1ccccc1. Product: N#Cc1ccccc1N. RXN SMILES: [B:1]([Cl:2])([Cl:3])[Cl:4].[C:12](=[O:13])([O-:14])[O-:15].[CH2:26]([Cl:27])[Cl:28].[CH3:18][OH:19].[Cl-:29].[Cl:20][C:21]([C:22]#[N:23])([Cl:24])[Cl:25].[K+:16].[K+:17].[NH2:5][c:6]1[cH:7][cH:8][cH:9][cH:10][cH:11]1>>[NH2:5][c:6]1[c:7]([C:22]#[N:23])[cH:8][cH:9][cH:10][cH:11]1.